This data is from the Open Reaction Database (ORD), a public repository of structured organic reaction records. The task is: describe an organic reaction: reactants, conditions, products, and yield The reactants are C(C1=CC=CC=C1)N (benzylamine), CC1=NNC=C1 (3-methylpyrazole), CC=1N=C(SC1)N1C(N(CC1)CC1=CC=C(C(=O)O)C=C1)=O (4-((3-(4-methylthiazol-2-yl)-2-oxoimidazolidin-1-yl)methyl)benzoic acid). Product: CC1=CC=NN1C(=O)C1=CC=C(CN2C(N(CC2)C=2SC=C(N2)C)=O)C=C1 (1-(4-(5-methyl-1H-pyrazole-1-carbonyl)benzyl)-3-(4-methylthiazol-2-yl)imidazolidin-2-one). Yield: 24.0%. Reaction SMILES: C(N)C1C=CC=CC=1.[CH3:9][C:10]1[CH:14]=[CH:13][NH:12][N:11]=1.[CH3:15][C:16]1[N:17]=[C:18]([N:21]2[CH2:25][CH2:24][N:23]([CH2:26][C:27]3[CH:35]=[CH:34][C:30]([C:31](O)=[O:32])=[CH:29][CH:28]=3)[C:22]2=[O:36])[S:19][CH:20]=1>>[CH3:9][C:10]1[N:11]([C:31]([C:30]2[CH:29]=[CH:28][C:27]([CH2:26][N:23]3[CH2:24][CH2:25][N:21]([C:18]4[S:19][CH:20]=[C:16]([CH3:15])[N:17]=4)[C:22]3=[O:36])=[CH:35][CH:34]=2)=[O:32])[N:12]=[CH:13][CH:14]=1. Procedure details: Following the procedure as describe in Example 8, making variations as required to replace benzylamine with 3-methylpyrazole to react with 4-((3-(4-methylthiazol-2-yl)-2-oxoimidazolidin-1-yl)methyl)benzoic acid, the title compound was obtained as a white powder in 24% yield: mp 96-97° C. (ethyl acetate/hexanes); 1H NMR (300 MHz, CDCl3) δ 8.28 (d, J=2.7 Hz, 1H), 8.09 (d, J=8.4 Hz, 2H), 7.43 (d, J=8.4 Hz, 2H), 6.42 (d, J=0.9 Hz, 1H), 6.30 (d, J=2.7 Hz, 1H), 4.53 (s, 2H), 4.10-4.05 (m, 2H), 3.48-3.... Reactants: C([O-])(O)=O.[Na+] (sodium bicarbonate), solution, BrCCCCl (1-bromo-3-chloropropane), C(C=1C(S)=CC=CC1)(=O)O (thiosalicylic acid), solution, [H-].[Na+] (sodium hydride). The solvent is CN(C=O)C (dimethylformamide), CN(C=O)C (dimethylformamide). The product is ClCCCSC1=C(C=CC=C1)C(=O)O (1-chloro-3-(2-hydroxycarbonylphenylthio)propane). Yield: 39.1%. RXN SMILES: [C:1]([OH:10])(=[O:9])[C:2]1[C:3](=[CH:5][CH:6]=[CH:7][CH:8]=1)[SH:4].[H-].[Na+].Br[CH2:14][CH2:15][CH2:16][Cl:17].C(=O)(O)[O-].[Na+]>CN(C)C=O>[Cl:17][CH2:16][CH2:15][CH2:14][S:4][C:3]1[CH:5]=[CH:6][CH:7]=[CH:8][C:2]=1[C:1]([OH:10])=[O:9] |f:1.2,4.5|. Procedure: With stirring at room temperature, 15.4 g (99.9 mmols) of thiosalicylic acid was added by small portions to 50 ml of a solution of 2.44 g (101.7 mmols) of sodium hydride in dimethylformamide. The solution was dropwise added to 100 ml of a solution of 15.7 g (99.7 mmols) of 1-bromo-3-chloropropane in dimethylformamide with stirring under ice cooling. The mixture was stirred under ice cooling for further an hour and a half. After the reaction, an aqueous saturated sodium bicarbonate solution was a... Isolated yield 87.0%. The reactants are ClC1=C(C=CC=C1)N=C=O (1-chloro-2-isocyanatobenzene), CC(C(C(=O)OC)NC(=O)C=1SC(=CN1)C1=CC=C(C=C1)[N+](=O)[O-])C (Methyl 3-methyl-2-(5-(4-nitrophenyl)thiazole-2-carboxamido)butanoate). Product: ClC1=C(C=CC=C1)NC(NC1=CC=C(C=C1)C1=CN=C(S1)C(=O)NC(C(=O)OC)C(C)C)=O (Methyl 2-(5-(4-(3-(2-chlorophenyl)ureido)phenyl)thiazole-2-carboxamido)-3-methylbutanoate). Reported procedure: The title compound was synthesized analogous to Example 9, using 1-chloro-2-isocyanatobenzene and intermediate 2. Yield: 87%; 1HNMR (DMSO-d6, 300 MHz): δ 9.67 (s, 1H), 8.74 (d, 1H), 8.38 (s, 1H), 8.36 (s, 1H), 8.15 (dd, 1H), 7.75 (d, 2H), 7.6 (d, 2H), 7.49 (dd, 1H), 7.32 (m, 1H), 7.06 (m, 1H), 4.33, (m, 1H), 3.68 (s, 3H), 2.26 (m, 1H), 0.95 (d, 6H); MS (ES+): m/z 487 (M+1). As a reaction SMILES: [Cl:1][C:2]1[CH:7]=[CH:6][CH:5]=[CH:4][C:3]=1[N:8]=[C:9]=[O:10].[CH3:11][CH:12]([CH3:35])[CH:13]([NH:18][C:19]([C:21]1[S:22][C:23]([C:26]2[CH:31]=[CH:30][C:29]([N+:32]([O-])=O)=[CH:28][CH:27]=2)=[CH:24][N:25]=1)=[O:20])[C:14]([O:16][CH3:17])=[O:15]>>[Cl:1][C:2]1[CH:7]=[CH:6][CH:5]=[CH:4][C:3]=1[NH:8][C:9](=[O:10])[NH:32][C:29]1[CH:30]=[CH:31][C:26]([C:23]2[S:22][C:21]([C:19]([NH:18][CH:13]([CH:12]([CH3:35])[CH3:11])[C:14]([O:16][CH3:17])=[O:15])=[O:20])=[N:25][CH:24]=2)=[CH:27][CH:28]=1.